Dataset: the Open Reaction Database (ORD), a public repository of structured organic reaction records. Task: describe an organic reaction: reactants, conditions, products, and yield Reactants: NC1CCN(CC1)C1=CC=C(C(=O)NCCC=2C=C3C(=CNC3=CC2)C#N)C=C1 (4-(4-amino-piperidin-1-yl)-N-[2-(3-Cyano-1H-indol-5-yl)-ethyl]-benzamide), C(C)(=O)OC(C)=O (acetic anhydride). Solvent: N1=CC=CC=C1 (pyridine). Reaction conditions: time 16 hour. Product: C(C)(=O)NC1CCN(CC1)C1=CC=C(C(=O)NCCC=2C=C3C(=CNC3=CC2)C#N)C=C1 (4-(4-Acetylamino-piperidin-1-yl)N-[2-(3-Cyano-1H-indol-5-yl)-ethyl]-benzamide). As a reaction SMILES: [NH2:1][CH:2]1[CH2:7][CH2:6][N:5]([C:8]2[CH:29]=[CH:28][C:11]([C:12]([NH:14][CH2:15][CH2:16][C:17]3[CH:18]=[C:19]4[C:23](=[CH:24][CH:25]=3)[NH:22][CH:21]=[C:20]4[C:26]#[N:27])=[O:13])=[CH:10][CH:9]=2)[CH2:4][CH2:3]1.[C:30](OC(=O)C)(=[O:32])[CH3:31]>N1C=CC=CC=1>[C:30]([NH:1][CH:2]1[CH2:3][CH2:4][N:5]([C:8]2[CH:9]=[CH:10][C:11]([C:12]([NH:14][CH2:15][CH2:16][C:17]3[CH:18]=[C:19]4[C:23](=[CH:24][CH:25]=3)[NH:22][CH:21]=[C:20]4[C:26]#[N:27])=[O:13])=[CH:28][CH:29]=2)[CH2:6][CH2:7]1)(=[O:32])[CH3:31]. Procedure: 40 mg (0.09 mmol) of 4-(4-amino-piperidin-1-yl)-N-[2-(3-Cyano-1H-indol-5-yl)-ethyl]-benzamide. (reference Example 1aav). was dissolved in 2 ml of pyridine, 22 mg (0.22 mmol) of acetic anhydride was added and stirred at room temperature for 16 h. The reaction mixture was evaporated to dryness. MS (CI) 430 (M+H)+. The reactants are CCOC(C)=O, Clc1ccc2ncnc(Cl)c2n1, Oc1ccccc1, Nc1nc2cccnc2s1. The product is Clc1ccc2ncnc(Nc3nc4cccnc4s3)c2n1. RXN SMILES: [CH3:30][CH2:31][O:32][C:33](=[O:34])[CH3:35].[Cl:1][c:2]1[c:3]2[c:4]([n:5][cH:6][n:7]1)[cH:8][cH:9][c:10]([Cl:12])[n:11]2.[OH:23][c:24]1[cH:25][cH:26][cH:27][cH:28][cH:29]1.[n:13]1[c:14]([NH2:22])[s:15][c:16]2[n:17][cH:18][cH:19][cH:20][c:21]12>>[c:2]1([NH:22][c:14]2[n:13][c:21]3[c:16]([s:15]2)[n:17][cH:18][cH:19][cH:20]3)[c:3]2[c:4]([n:5][cH:6][n:7]1)[cH:8][cH:9][c:10]([Cl:12])[n:11]2. Reactants: O=S(=O)(c1ccccc1)N1CC(O)CN(Cc2ccccc2)CC(O)C1, CO, Clc1ccccc1, N, O, O=S(=O)(O)O. Yields the product O=S(=O)(c1ccccc1)N(CC1CO1)CC1CO1. RXN SMILES: [CH2:2]([N:3]1[CH2:10][CH:11]([OH:27])[CH2:12][N:13]([S:18](=[O:19])(=[O:20])[c:21]2[cH:22][cH:23][cH:24][cH:25][cH:26]2)[CH2:14][CH:15]([OH:17])[CH2:16]1)[c:4]1[cH:5][cH:6][cH:7][cH:8][cH:9]1.[CH3:34][OH:35].[Cl:36][c:37]1[cH:38][cH:39][cH:40][cH:41][cH:42]1.[NH3:33].[OH2:1].[S:28](=[O:29])(=[O:30])([OH:31])[OH:32]>>[CH2:10]1[CH:11]([CH2:12][N:13]([CH2:14][CH:15]2[CH2:16][O:17]2)[S:18](=[O:19])(=[O:20])[c:21]2[cH:22][cH:23][cH:24][cH:25][cH:26]2)[O:27]1. The product is CNC(=O)N1CCC(CC1)(OC1=CC=C(C=C1)C(F)(F)F)C1=CC=CC=C1 (1-(N-methylamino)carbonyl-4-phenyl-4-(4-trifluoromethylphenoxy)piperidine). As a reaction SMILES: [C:1]1([C:7]2([O:13][C:14]3[CH:19]=[CH:18][C:17]([C:20]([F:23])([F:22])[F:21])=[CH:16][CH:15]=3)[CH2:12][CH2:11][NH:10][CH2:9][CH2:8]2)[CH:6]=[CH:5][CH:4]=[CH:3][CH:2]=1.[CH3:24][N:25]=[C:26]=[O:27]>C1C=CC=CC=1>[CH3:24][NH:25][C:26]([N:10]1[CH2:9][CH2:8][C:7]([C:1]2[CH:6]=[CH:5][CH:4]=[CH:3][CH:2]=2)([O:13][C:14]2[CH:15]=[CH:16][C:17]([C:20]([F:23])([F:21])[F:22])=[CH:18][CH:19]=2)[CH2:12][CH2:11]1)=[O:27]. Starting materials: C1(=CC=CC=C1)C1(CCNCC1)OC1=CC=C(C=C1)C(F)(F)F (4-phenyl-4-(4-trifluoromethylphenoxy)piperidine), CN=C=O (methyl isocyanate). The yield is 54.5%. The solvent is C1=CC=CC=C1 (benzene), C1=CC=CC=C1 (benzene). Run at time 4 hour. Procedure: To a solution of 3.89 g of 4-phenyl-4-(4-trifluoromethylphenoxy)piperidine in 25 ml of benzene was added a solution of 0.68 g of methyl isocyanate in 25 ml of benzene. The reaction mixture was stirred for four hours at room temperaure. Evaporation of the volatiles afforded a solid which was purified by means of high pressure liquid chromatography (silica gel; elution with 50% ethyl acetate/dichloromethane). Recrystallization from 30% hexane/isopropyl ether yielded 2.46 g (54.19%) 1-(N-methylamin... Reactants: N1=CC=CC=C1 (pyridine), C(C1=CC=CC=C1)OC(=O)NCC1=CC=C(C(=O)O)C=C1 (4-benzyloxycarbonylaminomethylbenzoic acid), C1CCC(CC1)N=C=NC2CCCCC2 (DCC), CS(=O)(=O)OC1=CC2=CC=C(C=C2C=C1)C(N)=N (6-amidino-2-naphthol methanesulfonate). Run in C(C)OCC (ethyl ether). The product is C(C1=CC=CC=C1)OC(=O)NCC1=CC=C(C(=O)OC2=CC3=CC=C(C=C3C=C2)C(N)=N)C=C1 (6-amidino-2-naphthyl 4-benzyloxycarbonylaminomethylbenzoate). Yield: 46.9%. RXN SMILES: N1C=CC=CC=1.[CH2:7]([O:14][C:15]([NH:17][CH2:18][C:19]1[CH:27]=[CH:26][C:22]([C:23]([OH:25])=[O:24])=[CH:21][CH:20]=1)=[O:16])[C:8]1[CH:13]=[CH:12][CH:11]=[CH:10][CH:9]=1.C1CCC(N=C=NC2CCCCC2)CC1.CS(O[C:48]1[CH:57]=[CH:56][C:55]2[C:50](=[CH:51][CH:52]=[C:53]([C:58](=[NH:60])[NH2:59])[CH:54]=2)[CH:49]=1)(=O)=O>C(OCC)C>[CH2:7]([O:14][C:15]([NH:17][CH2:18][C:19]1[CH:20]=[CH:21][C:22]([C:23]([O:25][C:48]2[CH:57]=[CH:56][C:55]3[C:50](=[CH:51][CH:52]=[C:53]([C:58](=[NH:59])[NH2:60])[CH:54]=3)[CH:49]=2)=[O:24])=[CH:26][CH:27]=1)=[O:16])[C:8]1[CH:9]=[CH:10][CH:11]=[CH:12][CH:13]=1. Procedure details: To 50 ml of dried pyridine, were added 5.1 g of 4-benzyloxycarbonylaminomethylbenzoic acid and 4.4 g of DCC. The mixture was stirred under cooling in ice for 30 minutes, admixed with 5.0 g of 6-amidino-2-naphthol methanesulfonate and stirred for one hour under cooling in ice, then overnight at room temperature. The reaction mixture was filtered* and the filtrate was mixed with ethyl ether. The precipitate which was formed was collected by filtration and recrystallized from a DMF-ethanol mixture ... Starting materials: Cl (Hydrochloric acid), Cl.C1(=CC=CC=C1)C=1CCN(CC1)CCCCN (4-(4-phenyl-1,2,3,6-tetrahydropyridin-1-yl)butylamine hydrochloride), CN1CCN(CC1)CC1=CC(=C(C(=O)O)C=C1)[N+](=O)[O-] (4-(4-methylpiperazin-1-ylmethyl)-2-nitrobenzoic acid), OC1=CC=CC=2NN=NC21 (hydroxybenzotriazole), C1(CCCCC1)N=C=NC1CCCCC1 (dicyclohexylcarbodiimide). The solvent is O (water), C(C)N(CC)CC (triethylamine), CN(C=O)C (dimethylformamide). Conditions: time 1 hour. The product is CN1CCN(CC1)CC1=CC(=C(C(=O)NCCCCN2CCC(=CC2)C2=CC=CC=C2)C=C1)[N+](=O)[O-] (4-(4-methylpiprazin-1-ylmethyl)-2-nitro-N-[4-(4-phenyl-1,2,3,6-tetrahydropyridin-1-yl)butyl]benzamide). As a reaction SMILES: [CH3:1][N:2]1[CH2:7][CH2:6][N:5]([CH2:8][C:9]2[CH:17]=[CH:16][C:12]([C:13]([OH:15])=O)=[C:11]([N+:18]([O-:20])=[O:19])[CH:10]=2)[CH2:4][CH2:3]1.OC1C2N=NNC=2C=CC=1.C1(N=C=NC2CCCCC2)CCCCC1.Cl.[C:47]1([C:53]2[CH2:54][CH2:55][N:56]([CH2:59][CH2:60][CH2:61][CH2:62][NH2:63])[CH2:57][CH:58]=2)[CH:52]=[CH:51][CH:50]=[CH:49][CH:48]=1.Cl>O.C(N(CC)CC)C.CN(C)C=O>[CH3:1][N:2]1[CH2:3][CH2:4][N:5]([CH2:8][C:9]2[CH:17]=[CH:16][C:12]([C:13]([NH:63][CH2:62][CH2:61][CH2:60][CH2:59][N:56]3[CH2:55][CH:54]=[C:53]([C:47]4[CH:52]=[CH:51][CH:50]=[CH:49][CH:48]=4)[CH2:58][CH2:57]3)=[O:15])=[C:11]([N+:18]([O-:20])=[O:19])[CH:10]=2)[CH2:6][CH2:7]1 |f:3.4|. Procedure details: To a stirred mixture of 4-(4-methylpiperazin-1-ylmethyl)-2-nitrobenzoic acid (0.28 g), hydroxybenzotriazole (0.14 g) and dry dimethylformamide (5 ml) was added dicyclohexylcarbodiimide (0.21 g), and the mixture was stirred for 1 hour at room temperature. Then 4-(4-phenyl-1,2,3,6-tetrahydropyridin-1-yl)butylamine hydrochloride (0.27 g) and triethylamine (0.20 g) were added and the stirring was continued for additional 1 hour. 1N Hydrochloric acid (2 ml) and water (20 ml) were added and the mixtur... Reaction SMILES: [CH3:1][O:2][C:3]1[CH:4]=[CH:5][C:6]([CH:10]2[CH2:19][CH2:18][C:17]3[C:12](=[CH:13][CH:14]=[C:15]([O:20][CH3:21])[CH:16]=3)[CH2:11]2)=[C:7]([NH2:9])[CH:8]=1.Cl.[N:23]1([CH2:30][CH2:31][O:32][C:33]2[CH:38]=[CH:37][C:36]([CH2:39][C:40](O)=O)=[CH:35][CH:34]=2)[CH2:29][CH2:28][CH2:27][CH2:26][CH2:25][CH2:24]1>>[N:23]1([CH2:30][CH2:31][O:32][C:33]2[CH:38]=[CH:37][C:36]([CH2:39][CH2:40][NH:9][C:7]3[CH:8]=[C:3]([O:2][CH3:1])[CH:4]=[CH:5][C:6]=3[CH:10]3[CH2:19][CH2:18][C:17]4[C:12](=[CH:13][CH:14]=[C:15]([O:20][CH3:21])[CH:16]=4)[CH2:11]3)=[CH:35][CH:34]=2)[CH2:29][CH2:28][CH2:27][CH2:26][CH2:25][CH2:24]1 |f:1.2|. Yield: 17.7%. The product is N1(CCCCCC1)CCOC1=CC=C(C=C1)CCNC1=C(C=CC(=C1)OC)C1CC2=CC=C(C=C2CC1)OC ({2-[4-(2-Azepan-1-ylethoxy)phenyl]ethyl}[5-methoxy-2-(6-methoxy-1,2,3,4-tetrahydronaphthalen-2-yl)phenyl]amine). Reactants: COC=1C=CC(=C(C1)N)C1CC2=CC=C(C=C2CC1)OC (5-methoxy-2-(6-methoxy-1,2,3,4-tetrahydronaphthalen-2-yl)phenylamine), Cl.N1(CCCCCC1)CCOC1=CC=C(C=C1)CC(=O)O ([4-(2-azepan-1-ylethoxy)phenyl]acetic acid hydrochloride). Procedure details: Synthesized from 5-methoxy-2-(6-methoxy-1,2,3,4-tetrahydronaphthalen-2-yl)phenylamine (425 mg) and [4-(2-azepan-1-ylethoxy)phenyl]acetic acid hydrochloride (700 mg) was used according to an analogous synthetic method to Example 337 to provide the title compound (140 mg).